Dataset: the Open Reaction Database (ORD), a public repository of structured organic reaction records. Task: describe an organic reaction: reactants, conditions, products, and yield The reactants are COC(=O)c1cc(Cl)c(Oc2cc(C)ncc2C(=O)N2CCN(C3CC3)c3ccccc32)cc1Cl, CCOC(C)=O, Cl, [Li+], C1COCCO1, [OH-], O, O. Yields the product Cc1cc(Oc2cc(Cl)c(C(=O)O)cc2Cl)c(C(=O)N2CCN(C3CC3)c3ccccc32)cn1. RXN SMILES: [CH3:1][O:2][C:3]([c:4]1[c:5]([Cl:34])[cH:6][c:7]([O:11][c:12]2[cH:13][c:14]([CH3:33])[n:15][cH:16][c:17]2[C:18](=[O:19])[N:20]2[CH2:21][CH2:22][N:23]([CH:30]3[CH2:31][CH2:32]3)[c:24]3[cH:25][cH:26][cH:27][cH:28][c:29]32)[c:8]([Cl:10])[cH:9]1)=[O:35].[CH3:47][CH2:48][O:49][C:50](=[O:51])[CH3:52].[ClH:40].[Li+:39].[O:41]1[CH2:42][CH2:43][O:44][CH2:45][CH2:46]1.[OH-:38].[OH2:36].[OH2:37]>>[O:2]=[C:3]([c:4]1[c:5]([Cl:34])[cH:6][c:7]([O:11][c:12]2[cH:13][c:14]([CH3:33])[n:15][cH:16][c:17]2[C:18](=[O:19])[N:20]2[CH2:21][CH2:22][N:23]([CH:30]3[CH2:31][CH2:32]3)[c:24]3[cH:25][cH:26][cH:27][cH:28][c:29]32)[c:8]([Cl:10])[cH:9]1)[OH:35].